Dataset: the Open Reaction Database (ORD), a public repository of structured organic reaction records. Task: describe an organic reaction: reactants, conditions, products, and yield Reactants: ClC1=C(C(=O)OC(C)C)C=C(C(=C1)F)N1C(NC(=C(C1=O)F)CF)=O (isopropyl 2-chloro-4-fluoro-5-[3,6-dihydro-5-fluoro-4-fluoromethyl-2,6-dioxo-1(2H)-pyrimidinyl]-benzoate), S(=O)(=O)(OC)OC (dimethyl sulphate). Run in CN(C=O)C (dimethylformamide). The product is ClC1=C(C(=O)OC(C)C)C=C(C(=C1)F)N1C(N(C(=C(C1=O)F)CF)C)=O (isopropyl 2-chloro-4-fluoro-5-[3,6-dihydro-5-fluoro-4-fluoromethyl-3methyl-2,6-dioxo-1(2H)-pyrimidinyl]-benzoate). As a reaction SMILES: [Cl:1][C:2]1[CH:13]=[C:12]([F:14])[C:11]([N:15]2[C:20](=[O:21])[C:19]([F:22])=[C:18]([CH2:23][F:24])[NH:17][C:16]2=[O:25])=[CH:10][C:3]=1[C:4]([O:6][CH:7]([CH3:9])[CH3:8])=[O:5].S(OC)(O[CH3:30])(=O)=O>CN(C)C=O>[Cl:1][C:2]1[CH:13]=[C:12]([F:14])[C:11]([N:15]2[C:20](=[O:21])[C:19]([F:22])=[C:18]([CH2:23][F:24])[N:17]([CH3:30])[C:16]2=[O:25])=[CH:10][C:3]=1[C:4]([O:6][CH:7]([CH3:9])[CH3:8])=[O:5]. Procedure details: using isopropyl 2-chloro-4-fluoro-5-[3,6-dihydro-5-fluoro-4-fluoromethyl-2,6-dioxo-1(2H)-pyrimidinyl]-benzoate and dimethyl sulphate in dimethylformamide there is obtained isopropyl 2-chloro-4-fluoro-5-[3,6-dihydro-5-fluoro-4-fluoromethyl-3methyl-2,6-dioxo-1(2H)-pyrimidinyl]-benzoate, m.p. 85°-89° C.,